From a dataset of the Open Reaction Database (ORD), a public repository of structured organic reaction records. describe an organic reaction: reactants, conditions, products, and yield Starting materials: C1CCOC1, C[Si](C)(C)[N-][Si](C)(C)C, CC(C)OC(=O)CC(O)C(=O)OC(C)C, ICC1CCCC1, [Li+]. Product: CC(C)OC(=O)C(O)C(CC1CCCC1)C(=O)OC(C)C. Reaction SMILES: [CH2:33]1[O:34][CH2:35][CH2:36][CH2:37]1.[CH3:23][Si:24]([N-:25][Si:26]([CH3:27])([CH3:28])[CH3:29])([CH3:30])[CH3:31].[CH:1]([CH3:2])([CH3:3])[O:4][C:5]([CH:6]([OH:7])[CH2:8][C:9](=[O:10])[O:11][CH:12]([CH3:13])[CH3:14])=[O:15].[I:16][CH2:17][CH:18]1[CH2:19][CH2:20][CH2:21][CH2:22]1.[Li+:32]>>[CH:1]([CH3:2])([CH3:3])[O:4][C:5]([CH:6]([OH:7])[CH:8]([C:9](=[O:10])[O:11][CH:12]([CH3:13])[CH3:14])[CH2:17][CH:18]1[CH2:19][CH2:20][CH2:21][CH2:22]1)=[O:15].